Dataset: the Open Reaction Database (ORD), a public repository of structured organic reaction records. Task: describe an organic reaction: reactants, conditions, products, and yield Reactants: O=C(Cl)C(=O)Cl, O=C([O-])c1cc2nccc(Cl)c2s1, [Li+], N, CN(C)C=O. Yields the product NC(=O)c1cc2nccc(Cl)c2s1. As a reaction SMILES: [C:15]([Cl:16])(=[O:17])[C:18]([Cl:19])=[O:20].[Cl:1][c:2]1[c:3]2[c:4]([n:5][cH:6][cH:7]1)[cH:8][c:9]([C:11](=[O:12])[O-:13])[s:10]2.[Li+:14].[NH3:21].[O:22]=[CH:23][N:24]([CH3:25])[CH3:26]>>[Cl:1][c:2]1[c:3]2[c:4]([n:5][cH:6][cH:7]1)[cH:8][c:9]([C:11](=[O:13])[NH2:21])[s:10]2. Reactants: C(C)OC(C(CCCCCCCCNS(=O)(=O)C1=CC=C(C=C1)Cl)(C)C)=O (Ethyl-10-(4-chlorobenzenesulphonamido)-2,2-dimethyldecanoate), [OH-].[Na+] (sodium hydroxide). The product is CC(C(=O)O)(CCCCCCCCNS(=O)(=O)C1=CC=C(C=C1)Cl)C (2,2-Dimethyl-10-(4-chlorobenzenesulphonamido)decanoic Acid). Reaction SMILES: C([O:3][C:4](=[O:27])[C:5]([CH3:26])([CH3:25])[CH2:6][CH2:7][CH2:8][CH2:9][CH2:10][CH2:11][CH2:12][CH2:13][NH:14][S:15]([C:18]1[CH:23]=[CH:22][C:21]([Cl:24])=[CH:20][CH:19]=1)(=[O:17])=[O:16])C.[OH-].[Na+]>>[CH3:25][C:5]([CH3:26])([CH2:6][CH2:7][CH2:8][CH2:9][CH2:10][CH2:11][CH2:12][CH2:13][NH:14][S:15]([C:18]1[CH:23]=[CH:22][C:21]([Cl:24])=[CH:20][CH:19]=1)(=[O:16])=[O:17])[C:4]([OH:27])=[O:3] |f:1.2|. Procedure: Ethyl-10-(4-chlorobenzenesulphonamido)-2,2-dimethyldecanoate (1.4 g, 0.003 mol) was treated with sodium hydroxide by the method described in Example 5(iii) to give the title compound which was recrystallised from ether/pet. ether (0.59 g, m.p. 78°-9° C.). The reactants are Cc1cc(C)cc(Sc2[nH]c(=O)[nH]c(=O)c2C(C)C)c1, Fc1ccc(F)c(CBr)c1. Yields the product Cc1cc(C)cc(Sc2c(C(C)C)c(=O)[nH]c(=O)n2Cc2cc(F)ccc2F)c1. Reaction SMILES: [CH:1]([CH3:2])([CH3:3])[c:4]1[c:5](=[O:20])[nH:6][c:7](=[O:19])[nH:8][c:9]1[S:10][c:11]1[cH:12][c:13]([CH3:18])[cH:14][c:15]([CH3:17])[cH:16]1.[F:21][c:22]1[c:23]([CH2:24][Br:25])[cH:26][c:27]([F:30])[cH:28][cH:29]1>>[CH:1]([CH3:2])([CH3:3])[c:4]1[c:5](=[O:20])[nH:6][c:7](=[O:19])[n:8]([CH2:24][c:23]2[c:22]([F:21])[cH:29][cH:28][c:27]([F:30])[cH:26]2)[c:9]1[S:10][c:11]1[cH:12][c:13]([CH3:18])[cH:14][c:15]([CH3:17])[cH:16]1. Reactants: C(#N)CC(=O)OCC (ethyl cyanoacetate), N1CCOCC1 (morpholine), C(C1=CC=CC=C1)N1C(=C(C2=CC=CC=C12)C=O)Cl (1-benzyl-2-chloroindole-3-carbaldehyde). Run in CCO (EtOH). Conditions: time 2 day. Yields the product C(C1=CC=CC=C1)N1C2=C(C3=CC=CC=C13)C=C(C(=N2)N2CCOCC2)C(=O)OCC (Ethyl 9-benzyl-2-morpholinopyridino[2,3-b]indole-3-carboxylate). Reaction SMILES: [CH2:1]([N:8]1[C:16]2[C:11](=[CH:12][CH:13]=[CH:14][CH:15]=2)[C:10]([CH:17]=O)=[C:9]1Cl)[C:2]1[CH:7]=[CH:6][CH:5]=[CH:4][CH:3]=1.[C:20]([CH2:22][C:23]([O:25][CH2:26][CH3:27])=[O:24])#[N:21].[NH:28]1[CH2:33][CH2:32][O:31][CH2:30][CH2:29]1>CCO>[CH2:1]([N:8]1[C:16]2[C:11](=[CH:12][CH:13]=[CH:14][CH:15]=2)[C:10]2[CH:17]=[C:22]([C:23]([O:25][CH2:26][CH3:27])=[O:24])[C:20]([N:28]3[CH2:33][CH2:32][O:31][CH2:30][CH2:29]3)=[N:21][C:9]1=2)[C:2]1[CH:3]=[CH:4][CH:5]=[CH:6][CH:7]=1. Reported procedure: To a slurry of 1.35 g of 1-benzyl-2-chloroindole-3-carbaldehyde in 30 ml abs. EtOH was added 1.5 ml of ethyl cyanoacetate and 3.5 ml of morpholine, and the mixture was stirred at room temperature for 2 days. The mixture was then heated to reflux for 5 hours, cooled to room temperature and filtered to give (2b). Yield 1.6 g of (2b), m.p. 151-152° C. The reactants are O=C=NCc1ccc(Br)cc1, Cc1cc2c(N)cccc2cn1, Cc1ccccc1. The product is Cc1cc2c(NC(=O)NCc3ccc(Br)cc3)cccc2cn1. As a reaction SMILES: [Br:13][c:14]1[cH:15][cH:16][c:17]([CH2:20][N:21]=[C:22]=[O:23])[cH:18][cH:19]1.[CH3:1][c:2]1[n:3][cH:4][c:5]2[cH:6][cH:7][cH:8][c:9]([NH2:12])[c:10]2[cH:11]1.[CH3:24][c:25]1[cH:26][cH:27][cH:28][cH:29][cH:30]1>>[CH3:1][c:2]1[n:3][cH:4][c:5]2[cH:6][cH:7][cH:8][c:9]([NH:12][C:22]([NH:21][CH2:20][c:17]3[cH:16][cH:15][c:14]([Br:13])[cH:19][cH:18]3)=[O:23])[c:10]2[cH:11]1. Reactants: C(C)(C)(C)OC(=O)C=1C(=NC2=CC=C(C=C2C1C1=CC(=CC=C1)C(C)C)Cl)OS(=O)(=O)C(F)(F)F (6-chloro-4-(3-isopropyl-phenyl)-2-trifluoromethanesulfonyloxy-quinoline-3-carboxylic acid tert-butyl ester), FC(C(C)O)(F)F (1,1,1-trifluoro-propan-2-ol), solid. Yields the product C(C)(C)(C)OC(=O)C=1C(=NC2=CC=C(C=C2C1C1=CC(=CC=C1)C(C)C)Cl)OC(C(F)(F)F)C (6-Chloro-4-(3-isopropyl-phenyl)-2-(2,2,2-trifluoro-1-methyl-ethoxy)-quinoline-3-carboxylic acid tert-butyl ester). As a reaction SMILES: [C:1]([O:5][C:6]([C:8]1[C:9]([O:28]S(C(F)(F)F)(=O)=O)=[N:10][C:11]2[C:16]([C:17]=1[C:18]1[CH:23]=[CH:22][CH:21]=[C:20]([CH:24]([CH3:26])[CH3:25])[CH:19]=1)=[CH:15][C:14]([Cl:27])=[CH:13][CH:12]=2)=[O:7])([CH3:4])([CH3:3])[CH3:2].[F:36][C:37]([F:42])([F:41])[CH:38](O)[CH3:39]>>[C:1]([O:5][C:6]([C:8]1[C:9]([O:28][CH:38]([CH3:39])[C:37]([F:42])([F:41])[F:36])=[N:10][C:11]2[C:16]([C:17]=1[C:18]1[CH:23]=[CH:22][CH:21]=[C:20]([CH:24]([CH3:25])[CH3:26])[CH:19]=1)=[CH:15][C:14]([Cl:27])=[CH:13][CH:12]=2)=[O:7])([CH3:2])([CH3:4])[CH3:3]. Reported procedure: The title compound was prepared in analogy to example 79 step A from 6-chloro-4-(3-isopropyl-phenyl)-2-trifluoromethanesulfonyloxy-quinoline-3-carboxylic acid tert-butyl ester (prepared as described in example 78 step C, 250 mg, 0.47 mmol) and 1,1,1-trifluoro-propan-2-ol (64.57 mg, 0.57 mmol). Off white solid (100 mg, 43%). LC-MS (ESI): 494 (M+H)+. Starting materials: CC(C)(C)c1ccc(S(=O)(=O)N(CC(=O)O)c2ccc3ncccc3c2)cc1, OCCNCc1ccccn1. Product: CC(C)(C)c1ccc(S(=O)(=O)N(CC(=O)N(CCO)Cc2ccccn2)c2ccc3ncccc3c2)cc1. RXN SMILES: [C:1]([CH3:2])([CH3:3])([CH3:4])[c:5]1[cH:6][cH:7][c:8]([S:11](=[O:12])(=[O:13])[N:14]([c:15]2[cH:16][c:17]3[cH:18][cH:19][cH:20][n:21][c:22]3[cH:23][cH:24]2)[CH2:25][C:26](=[O:27])[OH:28])[cH:9][cH:10]1.[n:29]1[c:30]([CH2:35][NH:36][CH2:37][CH2:38][OH:39])[cH:31][cH:32][cH:33][cH:34]1>>[C:1]([CH3:2])([CH3:3])([CH3:4])[c:5]1[cH:6][cH:7][c:8]([S:11](=[O:12])(=[O:13])[N:14]([c:15]2[cH:16][c:17]3[cH:18][cH:19][cH:20][n:21][c:22]3[cH:23][cH:24]2)[CH2:25][C:26](=[O:28])[N:36]([CH2:35][c:30]2[n:29][cH:34][cH:33][cH:32][cH:31]2)[CH2:37][CH2:38][OH:39])[cH:9][cH:10]1. The reactants are C(C)(C)(C)OC(=O)C1=C(C=CC=C1)C1=CC=C(C=C1)CN1C(=NC(=C1C(=O)OC)COC)CCCC (Methyl 1-[(2'-t-butoxycarbonylbiphenyl-4-yl)methyl]-2-butyl-4-(methoxymethyl)imidazole-5-carboxylate), solution, Cl (hydrogen chloride). Run in O1CCOCC1 (dioxane). Product: C(CCC)C=1N(C(=C(N1)COC)C(=O)OC)CC1=CC=C(C=C1)C1=C(C=CC=C1)C(=O)O (Methyl 2-butyl-1-[(2'-carboxybiphenyl-4-yl)methyl]-4-(methoxymethyl)imidazole-5-carboxylate). The yield is 97.8%. As a reaction SMILES: C([O:5][C:6]([C:8]1[CH:13]=[CH:12][CH:11]=[CH:10][C:9]=1[C:14]1[CH:19]=[CH:18][C:17]([CH2:20][N:21]2[C:25]([C:26]([O:28][CH3:29])=[O:27])=[C:24]([CH2:30][O:31][CH3:32])[N:23]=[C:22]2[CH2:33][CH2:34][CH2:35][CH3:36])=[CH:16][CH:15]=1)=[O:7])(C)(C)C.Cl>O1CCOCC1>[CH2:33]([C:22]1[N:21]([CH2:20][C:17]2[CH:16]=[CH:15][C:14]([C:9]3[CH:10]=[CH:11][CH:12]=[CH:13][C:8]=3[C:6]([OH:7])=[O:5])=[CH:19][CH:18]=2)[C:25]([C:26]([O:28][CH3:29])=[O:27])=[C:24]([CH2:30][O:31][CH3:32])[N:23]=1)[CH2:34][CH2:35][CH3:36]. Procedure: A solution of 0.30 g of methyl 1-[(2'-t-butoxycarbonylbiphenyl-4-yl)methyl]-2-butyl-4-(methoxymethyl)imidazole-5-carboxylate (prepared as described in Example 8) in 3 ml of a 4N solution of hydrogen chloride in dioxane was allowed no stand at room temperature for 5 hours, after which the solvent was removed by distillation under reduced pressure. The syrupy residue was triturated in diethyl ether and collected by filtration, to give 0.26 g of the title compound in the form of its hydrochloride, ... Reactants: SC1=NC2=CC=CC=C2C(N1C1=CC=C(C=C1)C)=O (2-mercapto-3-(4-methylphenyl)-4(3H)-quinazolinone), Cl.ClCC1=CC=NC=C1 (4-chloromethylpyridine hydrochloride). Yields the product CC1=CC=C(C=C1)N1C(=NC2=CC=CC=C2C1=O)SCC1=CC=NC=C1 (3-(4-Methylphenyl)-2-(4-pyridylmethylthio)-4(3H)-quinazolinone). The yield is 60.8%. RXN SMILES: [SH:1][C:2]1[N:11]([C:12]2[CH:17]=[CH:16][C:15]([CH3:18])=[CH:14][CH:13]=2)[C:10](=[O:19])[C:9]2[C:4](=[CH:5][CH:6]=[CH:7][CH:8]=2)[N:3]=1.Cl.Cl[CH2:22][C:23]1[CH:28]=[CH:27][N:26]=[CH:25][CH:24]=1>>[CH3:18][C:15]1[CH:14]=[CH:13][C:12]([N:11]2[C:10](=[O:19])[C:9]3[C:4](=[CH:5][CH:6]=[CH:7][CH:8]=3)[N:3]=[C:2]2[S:1][CH2:22][C:23]2[CH:28]=[CH:27][N:26]=[CH:25][CH:24]=2)=[CH:17][CH:16]=1 |f:1.2|. Procedure details: The title compound was prepared in a yield of 60.8%, using 2-mercapto-3-(4-methylphenyl)-4(3H)-quinazolinone in place of 2-mercapto-3-phenyl-4(3H)-quinazolinone and 4-chloromethylpyridine hydrochloride in place of 2-chloromethyl-4methylpyridine hydrochloride.